This data is from the Open Reaction Database (ORD), a public repository of structured organic reaction records. The task is: describe an organic reaction: reactants, conditions, products, and yield The reactants are C(C)(C)(C)OC(=O)N(C1=NN2C(N=CC=C2)=C1C(=O)[O-])C(=O)OC(C)(C)C (2-(bis(tert-butoxycarbonyl)amino)pyrazolo[1,5-a]pyrimidine-3-carboxylate), [OH-].[Li+] (lithium hydroxide), aqueous solution, C(CC(O)(C(=O)O)CC(=O)O)(=O)O (citric acid). The solvent is C(C)O (ethanol). Conditions: temperature 70 celsius. Yields the product C(C)(C)(C)OC(=O)NC1=NN2C(N=CC=C2)=C1C(=O)O (2-(tert-butoxycarbonylamino)pyrazolo[1,5-a]pyrimidine-3-carboxylic acid). The yield is 99.8%. As a reaction SMILES: [C:1]([O:5][C:6]([N:8](C(OC(C)(C)C)=O)[C:9]1[C:17]([C:18]([O-:20])=[O:19])=[C:12]2[N:13]=[CH:14][CH:15]=[CH:16][N:11]2[N:10]=1)=[O:7])([CH3:4])([CH3:3])[CH3:2].[OH-].[Li+].C(O)(=O)CC(CC(O)=O)(C(O)=O)O>C(O)C>[C:1]([O:5][C:6]([NH:8][C:9]1[C:17]([C:18]([OH:20])=[O:19])=[C:12]2[N:13]=[CH:14][CH:15]=[CH:16][N:11]2[N:10]=1)=[O:7])([CH3:4])([CH3:2])[CH3:3] |f:1.2|. Procedure details: To a solution of 2-(bis(tert-butoxycarbonyl)amino)pyrazolo[1,5-a]pyrimidine-3-carboxylate (220 mg, 0.54 mmol) in ethanol (15 mL) was added 4 mL of a 10% aqueous lithium hydroxide solution. The reaction mixture was heated to 70° C. for 18 hrs, then cooled to room temperature. 15 mL of a 10% aqueous solution of citric acid was added and the reaction mixture concentrated in vacuo. The residue was partitioned between EtOAc and a saturated aqueous solution of citric acid, then the organic layer was w...